The task is: describe an organic reaction: reactants, conditions, products, and yield. This data is from the Open Reaction Database (ORD), a public repository of structured organic reaction records. Reactants: O([Si](C)(C)C(C)(C)C)CCC1=CC=C(C=CC(=O)OC)C=C1 (methyl 4-(2-t-butyldimethylsiloxyethyl)cinnamate), C(C)O (ethanol). Reagents/catalysts: [Pd] (palladium on activated carbon). Conditions: time 2 hour. Product: O([Si](C)(C)C(C)(C)C)CCC1=CC=C(C=C1)CC(C)C(=O)OC (1-(2-t-butyldimethylsiloxyethyl)-4-(2-methoxycarbonylpropyl)benzene). Reaction SMILES: [O:1]([CH2:9][CH2:10][C:11]1[CH:22]=[CH:21][C:14]([CH:15]=[CH:16][C:17]([O:19][CH3:20])=[O:18])=[CH:13][CH:12]=1)[Si:2]([C:5]([CH3:8])([CH3:7])[CH3:6])([CH3:4])[CH3:3].[CH2:23](O)C>[Pd]>[O:1]([CH2:9][CH2:10][C:11]1[CH:12]=[CH:13][C:14]([CH2:15][CH:16]([C:17]([O:19][CH3:20])=[O:18])[CH3:23])=[CH:21][CH:22]=1)[Si:2]([C:5]([CH3:7])([CH3:6])[CH3:8])([CH3:4])[CH3:3]. Procedure details: To a solution of methyl 4-(2-t-butyldimethylsiloxyethyl)cinnamate (1.53 g) in ethanol (25 ml) was added a 10% palladium on activated carbon (0.15 g), and the mixture was stirred at room temperature for 2 hours under an atmosphere of hydrogen. The catalyst was removed by filtration, and the filtrate was concentrated under reduced pressure. To a solution of the residue in tetrahydrofuran (35 ml) was added lithium bis(trimethylsilyl)amide (1.0 mol/l solution in tetrahydrofuran, 3.9 ml) at -78° C., ...